This data is from the Open Reaction Database (ORD), a public repository of structured organic reaction records. The task is: describe an organic reaction: reactants, conditions, products, and yield The reactants are CC(C)(C)OC(=O)NCc1cccc(Br)c1, CC(=O)[O-], CC(=O)[O-], Cc1ccccc1, OB(O)C1CC1, C1CCC(P(C2CCCCC2)C2CCCCC2)CC1, [K+], [K+], [K+], O, O=P([O-])([O-])[O-], [Pd+2]. The product is CC(C)(C)OC(=O)NCc1cccc(C2CC2)c1. As a reaction SMILES: [Br:1][c:2]1[cH:3][c:4]([CH2:5][NH:6][C:7]([O:8][C:9]([CH3:10])([CH3:11])[CH3:12])=[O:13])[cH:14][cH:15][cH:16]1.[C:58]([O-:59])(=[O:60])[CH3:61].[C:63]([O-:64])(=[O:65])[CH3:66].[CH3:50][c:51]1[cH:52][cH:53][cH:54][cH:55][cH:56]1.[CH:17]1([B:20]([OH:21])[OH:22])[CH2:18][CH2:19]1.[CH:31]1([P:32]([CH:33]2[CH2:34][CH2:35][CH2:36][CH2:37][CH2:38]2)[CH:39]2[CH2:40][CH2:41][CH2:42][CH2:43][CH2:44]2)[CH2:45][CH2:46][CH2:47][CH2:48][CH2:49]1.[K+:28].[K+:29].[K+:30].[OH2:57].[P:23]([O-:24])([O-:25])([O-:26])=[O:27].[Pd+2:62]>>[c:2]1([CH:17]2[CH2:18][CH2:19]2)[cH:3][c:4]([CH2:5][NH:6][C:7]([O:8][C:9]([CH3:10])([CH3:11])[CH3:12])=[O:13])[cH:14][cH:15][cH:16]1.